Dataset: the Open Reaction Database (ORD), a public repository of structured organic reaction records. Task: describe an organic reaction: reactants, conditions, products, and yield Procedure: To a solution of 2-iodo-4-(1-methylpiperidin-4-yloxy)-9,10-dihydro-4H-3,10a-diaza-benzo[f]azulene (example 2A) (100 mg, 0.24 mmoles) in DMF (4 mL) in a screw-capped vial under argon are added methallyltributyltin (331 mg, 0.96 mmole), Pd(PPh3)4 (28 mg, 24 μmole), LiCl (51 mg, 1.2 mmoles). The reaction mixture is heated at 80° C. for 5 hours. A solution of 10% KF in water is added, and the aqueous phase is extracted three times with CH2Cl2. The organic phase is washed with a solution of 10% KF in... Reaction conditions: temperature 80 celsius. Solvent: CN(C)C=O (DMF), O (water). The reagents and catalysts are C=1C=CC(=CC1)[P](C=2C=CC=CC2)(C=3C=CC=CC3)[Pd]([P](C=4C=CC=CC4)(C=5C=CC=CC5)C=6C=CC=CC6)([P](C=7C=CC=CC7)(C=8C=CC=CC8)C=9C=CC=CC9)[P](C=1C=CC=CC1)(C=1C=CC=CC1)C=1C=CC=CC1 (Pd(PPh3)4). RXN SMILES: I[C:2]1[N:11]=[C:10]2[N:4]([CH2:5][CH2:6][C:7]3[CH:23]=[CH:22][CH:21]=[CH:20][C:8]=3[CH:9]2[O:12][CH:13]2[CH2:18][CH2:17][N:16]([CH3:19])[CH2:15][CH2:14]2)[CH:3]=1.[CH2:24]([Sn](CCCC)(CCCC)CCCC)[C:25](=[CH2:27])[CH3:26].[Li+].[Cl-].[F-].[K+]>CN(C=O)C.O.C1C=CC([P]([Pd]([P](C2C=CC=CC=2)(C2C=CC=CC=2)C2C=CC=CC=2)([P](C2C=CC=CC=2)(C2C=CC=CC=2)C2C=CC=CC=2)[P](C2C=CC=CC=2)(C2C=CC=CC=2)C2C=CC=CC=2)(C2C=CC=CC=2)C2C=CC=CC=2)=CC=1>[CH3:26][C:25](=[CH2:24])[CH2:27][C:2]1[N:11]=[C:10]2[N:4]([CH2:5][CH2:6][C:7]3[CH:23]=[CH:22][CH:21]=[CH:20][C:8]=3[CH:9]2[O:12][CH:13]2[CH2:18][CH2:17][N:16]([CH3:19])[CH2:15][CH2:14]2)[CH:3]=1 |f:2.3,4.5,^1:54,56,75,94|. Starting materials: IC1=CN2CCC3=C(C(C2=N1)OC1CCN(CC1)C)C=CC=C3 (2-iodo-4-(1-methylpiperidin-4-yloxy)-9,10-dihydro-4H-3,10a-diaza-benzo[f]azulene), C(C(C)=C)[Sn](CCCC)(CCCC)CCCC (methallyltributyltin), [Li+].[Cl-] (LiCl), [F-].[K+] (KF). The product is CC(CC1=CN2CCC3=C(C(C2=N1)OC1CCN(CC1)C)C=CC=C3)=C (2-(2-methyl-allyl)-4-(1-methylpiperidin-4-yloxy)-9,10-dihydro-4H-3,10a-diaza-benzo[f]azulene). Starting materials: O=C([O-])[O-], CN(C)C=O, CI, [K+], [K+], CCOC(=O)C1=C(COCc2cc(=O)[nH]c(N)n2)NC(C)=C(C(=O)OC)C1c1cccc(Cl)c1Cl. Product: CCOC(=O)C1=C(COCc2cc(=O)n(C)c(N)n2)NC(C)=C(C(=O)OC)C1c1cccc(Cl)c1Cl. Reaction SMILES: [C:38](=[O:39])([O-:40])[O-:41].[CH3:44][N:45]([CH3:46])[CH:47]=[O:48].[I:36][CH3:37].[K+:42].[K+:43].[NH2:1][c:2]1[n:3][c:4]([CH2:9][O:10][CH2:11][C:12]2=[C:17]([C:18](=[O:19])[O:20][CH2:21][CH3:22])[CH:16]([c:23]3[c:24]([Cl:30])[c:25]([Cl:29])[cH:26][cH:27][cH:28]3)[C:15]([C:31](=[O:32])[O:33][CH3:34])=[C:14]([CH3:35])[NH:13]2)[cH:5][c:6](=[O:8])[nH:7]1>>[NH2:1][c:2]1[n:3][c:4]([CH2:9][O:10][CH2:11][C:12]2=[C:17]([C:18](=[O:19])[O:20][CH2:21][CH3:22])[CH:16]([c:23]3[c:24]([Cl:30])[c:25]([Cl:29])[cH:26][cH:27][cH:28]3)[C:15]([C:31](=[O:32])[O:33][CH3:34])=[C:14]([CH3:35])[NH:13]2)[cH:5][c:6](=[O:8])[n:7]1[CH3:38]. Reactants: C#CCC1Nc2cccnc2NC1=O, Cc1ccc(S(=O)(=O)Cl)cc1, Cl, c1ccncc1. Product: C#CCC1C(=O)Nc2ncccc2N1S(=O)(=O)c1ccc(C)cc1. As a reaction SMILES: [CH2:1]([C:2]#[CH:3])[CH:4]1[NH:5][c:6]2[c:7]([n:11][cH:12][cH:13][cH:14]2)[NH:8][C:9]1=[O:10].[CH3:15][c:16]1[cH:17][cH:18][c:19]([S:22](=[O:23])(=[O:24])[Cl:25])[cH:20][cH:21]1.[ClH:26].[cH:27]1[cH:28][cH:29][n:30][cH:31][cH:32]1>>[CH2:1]([C:2]#[CH:3])[CH:4]1[N:5]([S:22]([c:19]2[cH:18][cH:17][c:16]([CH3:15])[cH:21][cH:20]2)(=[O:23])=[O:24])[c:6]2[c:7]([n:11][cH:12][cH:13][cH:14]2)[NH:8][C:9]1=[O:10]. Reactants: CN(C)C=O, CC(=O)c1cc(CCl)ccc1O, [H-], O=C1NCCN1, [Na+]. The product is CC(=O)c1cc(CN2CCNC2=O)ccc1O. RXN SMILES: [CH3:21][N:22]([CH3:23])[CH:24]=[O:25].[Cl:9][CH2:10][c:11]1[cH:12][cH:13][c:14]([OH:20])[c:15]([C:17]([CH3:18])=[O:19])[cH:16]1.[H-:1].[NH:3]1[C:4](=[O:8])[NH:5][CH2:6][CH2:7]1.[Na+:2]>>[N:3]1([CH2:10][c:11]2[cH:12][cH:13][c:14]([OH:20])[c:15]([C:17]([CH3:18])=[O:19])[cH:16]2)[C:4](=[O:8])[NH:5][CH2:6][CH2:7]1.